Dataset: the Open Reaction Database (ORD), a public repository of structured organic reaction records. Task: describe an organic reaction: reactants, conditions, products, and yield Procedure details: DMF (0.5 ml) was added to a solution of 2-biphenylcarboxylic acid (0.077 mol) in DCM (250 ml). Thionyl chloride (0.154 mol) was added. The mixture was stirred and refluxed for 1 hour. The solvent was evaporated and then co-evaporated twice with DCM (100 ml). The residue was dissolved in DCM (100 ml) to give solution (A). Intermediate (18) (0.077 mol) and DIPEA (0.154 mol) were stirred in DCM (400 ml). Solution (A) was added. The mixture was stirred at room temperature for 3 hours and then washed... As a reaction SMILES: NC1C=CC([N:8]2[CH2:13][CH2:12][CH:11]([CH:14](C3C=CC=CC=3)[C:15]([O:17]C)=[O:16])[CH2:10][CH2:9]2)=CC=1.CCN(C(C)C)C(C)C>C(Cl)Cl>[NH:8]1[CH2:13][CH2:12][CH:11]([CH2:14][C:15]([OH:17])=[O:16])[CH2:10][CH2:9]1. Run at time 3 hour. Run in C(Cl)Cl (DCM). Isolated yield 399.1%. Yields the product N1CCC(CC1)CC(=O)O (4-piperidineacetic acid). The reactants are NC1=CC=C(C=C1)N1CCC(CC1)C(C(=O)OC)C1=CC=CC=C1 ((±)-methyl 1-(4-aminophenyl)-α-phenyl-4-piperidineacetate), CCN(C(C)C)C(C)C (DIPEA), Solution ( A ). The reactants are N1C=C(C2=CC=CC=C12)C=1CCNCC1 (4-([1H]-indol-3-yl)-1,2,3,6-tetrahydropyridine), ClCC(O)C1=COC2=C(O1)C=CC=C2 (α-(chloromethyl)-1,4-benzodioxin-2-methanol), C([O-])([O-])=O.[Na+].[Na+] (sodium carbonate), [I-].[K+] (potassium iodide). The solvent is CN(C=O)C (dimethylformamide). Conditions: temperature 100 celsius. Product: O1C(COC2=C1C=CC=C2)C(CN2CCC(=CC2)C2=CNC1=CC=CC=C21)O (α-(2,3-dihydro-1,4-benzodioxin-2-yl)-4-([1H]-indol-3-yl)-1,2,3,6-tetrahydro-1-pyridine-ethanol). The yield is 26.3%. RXN SMILES: [NH:1]1[C:9]2[C:4](=[CH:5][CH:6]=[CH:7][CH:8]=2)[C:3]([C:10]2[CH2:11][CH2:12][NH:13][CH2:14][CH:15]=2)=[CH:2]1.Cl[CH2:17][CH:18]([C:20]1[O:25][C:24]2[CH:26]=[CH:27][CH:28]=[CH:29][C:23]=2[O:22][CH:21]=1)[OH:19].C(=O)([O-])[O-].[Na+].[Na+].[I-].[K+]>CN(C)C=O>[O:25]1[C:24]2[CH:26]=[CH:27][CH:28]=[CH:29][C:23]=2[O:22][CH2:21][CH:20]1[CH:18]([OH:19])[CH2:17][N:13]1[CH2:12][CH:11]=[C:10]([C:3]2[C:4]3[C:9](=[CH:8][CH:7]=[CH:6][CH:5]=3)[NH:1][CH:2]=2)[CH2:15][CH2:14]1 |f:2.3.4,5.6|. Procedure: A mixture of 5 g of the product of Step A, 5.4 g of α-(chloromethyl)-1,4-benzodioxin-2-methanol, 5.5 g of sodium carbonate, 4.2 g of potassium iodide and 100 ml of dimethylformamide was heated at 100° C under nitrogen for 24 hours and was then cooled and filtered. The filtrate was poured into ice and the gum formed was extracted with methylene chloride. The organic phase was washed, dried over calcium chloride and evaporated to dryness. The brown oily residue was chromatographed over silica gel ... The reactants are COC(=O)Cn1c(C)ccc1C, CN(C)C=O, ClCCCl, O=P(Cl)(Cl)Cl. The product is COC(=O)Cn1c(C)cc(C=O)c1C. RXN SMILES: [CH3:11][c:12]1[n:13]([CH2:18][C:19](=[O:20])[O:21][CH3:22])[c:14]([CH3:17])[cH:15][cH:16]1.[CH3:6][N:7]([CH:8]=[O:9])[CH3:10].[Cl:23][CH2:24][CH2:25][Cl:26].[P:1]([Cl:2])([Cl:3])([Cl:4])=[O:5]>>[CH:8](=[O:9])[c:15]1[c:14]([CH3:17])[n:13]([CH2:18][C:19](=[O:20])[O:21][CH3:22])[c:12]([CH3:11])[cH:16]1. Starting materials: solution, C(C)(C)(C)P(C(C)(C)C)C(C)(C)C (tri(tert-butyl)phosphine), C1CCCCC1 (cyclohexane), BrC1=CC=C(C=C1)/C(=C/COC1=CC(=C(OCC(=O)OC)C=C1)C)/C1=CC=C(C=C1)Cl (methyl (E)-[4-[3-(4-bromophenyl)-3-(4-chlorophenyl)allyloxy]-2-methylphenoxy]acetate), C(#C)C1=CC=C(C=C1)C (4-ethynyltoluene), C(C)(C)NC(C)C (diisopropyl amine). The reagents and catalysts are C1=CC=C(C=C1)C#N.C1=CC=C(C=C1)C#N.Cl[Pd]Cl (bis(benzonitrile)palladium(II) chloride), [Cu]I (copper(I) iodide). Solvent: O1CCCC1 (tetrahydrofuran). Run at temperature 60 celsius, time 4 hour. The product is ClC1=CC=C(C=C1)\C(=C/COC1=CC(=C(OCC(=O)OC)C=C1)C)\C1=CC=C(C=C1)C#CC1=CC=C(C=C1)C (methyl (Z)-[4-[3-(4-chlorophenyl)-3-[4-(4-methylphenylethynyl)phenyl]allyloxy]-2-methylphenoxy]acetate). RXN SMILES: C(P(C(C)(C)C)C(C)(C)C)(C)(C)C.C1CCCCC1.Br[C:21]1[CH:26]=[CH:25][C:24](/[C:27](/[C:44]2[CH:49]=[CH:48][C:47]([Cl:50])=[CH:46][CH:45]=2)=[CH:28]/[CH2:29][O:30][C:31]2[CH:42]=[CH:41][C:34]([O:35][CH2:36][C:37]([O:39][CH3:40])=[O:38])=[C:33]([CH3:43])[CH:32]=2)=[CH:23][CH:22]=1.[C:51]([C:53]1[CH:58]=[CH:57][C:56]([CH3:59])=[CH:55][CH:54]=1)#[CH:52].C(NC(C)C)(C)C>O1CCCC1.C1C=CC(C#N)=CC=1.C1C=CC(C#N)=CC=1.Cl[Pd]Cl.[Cu]I>[Cl:50][C:47]1[CH:48]=[CH:49][C:44](/[C:27](/[C:24]2[CH:25]=[CH:26][C:21]([C:52]#[C:51][C:53]3[CH:58]=[CH:57][C:56]([CH3:59])=[CH:55][CH:54]=3)=[CH:22][CH:23]=2)=[CH:28]\[CH2:29][O:30][C:31]2[CH:42]=[CH:41][C:34]([O:35][CH2:36][C:37]([O:39][CH3:40])=[O:38])=[C:33]([CH3:43])[CH:32]=2)=[CH:45][CH:46]=1 |f:6.7.8|. Procedure details: In nitrogen atmosphere, bis(benzonitrile)palladium(II) chloride (14.6 mg, 0.038 mmol), copper(I) iodide (12.1 mg, 0.064 mmol) and 0.15 M solution of tri(tert-butyl)phosphine in cyclohexane (0.60 mL, 0.090 mmol) were added to a degassed solution of methyl (E)-[4-[3-(4-bromophenyl)-3-(4-chlorophenyl)allyloxy]-2-methylphenoxy]acetate (383 mg, 0.763 mmol), 4-ethynyltoluene (115 mg, 0.990 mmol) and diisopropyl amine (0.50 mL, 3.57 mmol) in dry tetrahydrofuran (6 mL). In atmosphere of nitrogen, the re... Reactants: ClCC1=CC=C(C=C1)NC(=O)C1=CC2=CC(=CC=C2CC1)C1=CC=C(C=C1)C (N-[4-(chloromethyl)-phenyl]-7-(4-methylphenyl)-3,4-dihydronaphthalene-2-carboxamide), N(CCO)CCO (diethanolamine), C(O)([O-])=O.[Na+] (sodium hydrogen carbonate). Solvent: C1CCOC1 (THF). The product is OCCN(CCO)CC1=CC=C(C=C1)NC(=O)C1=CC2=CC(=CC=C2CC1)C1=CC=C(C=C1)C (N-[4-[N,N-bis(2-hydroxyethyl)-aminomethyl]phenyl]-7-(4-methylphenyl)-3,4-dihydro-naphthalene-2-carboxamide). RXN SMILES: Cl[CH2:2][C:3]1[CH:8]=[CH:7][C:6]([NH:9][C:10]([C:12]2[CH2:21][CH2:20][C:19]3[C:14](=[CH:15][C:16]([C:22]4[CH:27]=[CH:26][C:25]([CH3:28])=[CH:24][CH:23]=4)=[CH:17][CH:18]=3)[CH:13]=2)=[O:11])=[CH:5][CH:4]=1.[NH:29]([CH2:33][CH2:34][OH:35])[CH2:30][CH2:31][OH:32].C(=O)([O-])O.[Na+]>C1COCC1>[OH:32][CH2:31][CH2:30][N:29]([CH2:2][C:3]1[CH:8]=[CH:7][C:6]([NH:9][C:10]([C:12]2[CH2:21][CH2:20][C:19]3[C:14](=[CH:15][C:16]([C:22]4[CH:27]=[CH:26][C:25]([CH3:28])=[CH:24][CH:23]=4)=[CH:17][CH:18]=3)[CH:13]=2)=[O:11])=[CH:5][CH:4]=1)[CH2:33][CH2:34][OH:35] |f:2.3|. Reported procedure: In THF (10ml) was dissolved N-[4-(chloromethyl)-phenyl]-7-(4-methylphenyl)-3,4-dihydronaphthalene-2-carboxamide (300mg), and to the mixture was added diethanolamine (222 μl). The mixture was refluxed for 34 hours. The reaction mixture was cooled to room temperature, and to the mixture was added 5% sodium hydrogen carbonate solution (50ml). The mixture was extracted with ethyl acetate. The organic layer was washed with saturated sodium chloride solution, dried with anhydrous sodium sulfate, and c... Reactants: C(C)(C)(C)OO (tert-butyl hydroperoxide), BrC1=C(C(=CC=2CCCC(C12)(C)C)C(C)OC(C)=O)OC (acetic acid 1-(4-bromo-3-methoxy-5,5-dimethyl-5,6,7,8-tetrahydro-naphthalen-2-yl)-ethyl ester). Reagents/catalysts: [O-2].[Cr+6].[O-2].[O-2] (chromium (VI) oxide). The solvent is ClCCl (dichloromethane), ClCCl (dichloromethane). Reaction conditions: time 5 minute. Yields the product BrC1=C(C(=CC=2C(CCC(C12)(C)C)=O)C(C)OC(C)=O)OC (Acetic acid 1-(4-bromo-3-methoxy-5,5-dimethyl-8-oxo-5,6,7,8-tetrahydro-naphthalen-2-yl)-ethyl ester). As a reaction SMILES: [C:1]([O:5]O)([CH3:4])([CH3:3])C.[Br:7][C:8]1[C:17]2[C:16]([CH3:19])([CH3:18])[CH2:15]CCC=2[CH:11]=[C:10]([CH:20]([O:22][C:23](=[O:25])[CH3:24])[CH3:21])[C:9]=1[O:26][CH3:27]>ClCCl.[O-2].[Cr+6].[O-2].[O-2]>[Br:7][C:8]1[C:17]2[C:16]([CH3:18])([CH3:19])[CH2:15][CH2:4][C:1](=[O:5])[C:3]=2[CH:11]=[C:10]([CH:20]([O:22][C:23](=[O:25])[CH3:24])[CH3:21])[C:9]=1[O:26][CH3:27] |f:3.4.5.6|. Reported procedure: To a suspension of chromium (VI) oxide (160 mg, 1.6 mmol) in dichloromethane (40 mL) at 0° C. was added tert-butyl hydroperoxide (13 mL, 96 mmol). After stirring at room temperature for 5 min, a solution of acetic acid 1-(4-bromo-3-methoxy-5,5-dimethyl-5,6,7,8-tetrahydro-naphthalen-2-yl)-ethyl ester (Compound A-97, 11.4 g, 32 mmol) in dichloromethane (10 mL) was added. The mixture was stirred at room temperature for 6 days and then quenched with 10% sodium bisulfite.). Organic phase was washed w...